Dataset: the Open Reaction Database (ORD), a public repository of structured organic reaction records. Task: describe an organic reaction: reactants, conditions, products, and yield Starting materials: C(C)(C)(C)[Li] (tert-Butyl lithium), solution, OC(CCCCCCCCCCCC)C=1C=C(OC1)[Si](C)(C)C (4-(1-hydroxytridecyl)-2-trimethylsilylfuran). Solvent: CCCCC (pentane), O1CCCC1 (tetrahydrofuran). Conditions: time 5 minute. Product: C(CCCCCCCCCCC)(=O)OC(CCCCCCCCCCCC)C=1C=C(OC1)[Si](C)(C)C (4-[1-(Dodecanoyloxy)tridecyl]2-trimethylsilylfuran). As a reaction SMILES: [C:1]([Li])([CH3:4])([CH3:3])C.[OH:6][CH:7]([C:20]1[CH:21]=[C:22]([Si:25]([CH3:28])([CH3:27])[CH3:26])[O:23][CH:24]=1)[CH2:8][CH2:9][CH2:10][CH2:11][CH2:12][CH2:13][CH2:14][CH2:15][CH2:16][CH2:17][CH2:18][CH3:19]>CCCCC.O1CCCC1>[C:7]([O:6][CH:7]([C:20]1[CH:21]=[C:22]([Si:25]([CH3:28])([CH3:27])[CH3:26])[O:23][CH:24]=1)[CH2:8][CH2:9][CH2:10][CH2:11][CH2:12][CH2:13][CH2:14][CH2:15][CH2:16][CH2:17][CH2:18][CH3:19])(=[O:6])[CH2:8][CH2:9][CH2:10][CH2:11][CH2:12][CH2:13][CH2:14][CH2:15][CH2:3][CH2:1][CH3:4]. Reported procedure: tert-Butyl lithium (a 1.7 M solution in pentane; 0.21 ml, 0.36 mmol) was added dropwise to a solution of 4-(1-hydroxytridecyl)-2-trimethylsilylfuran (124.5 mg, 0.37 mmol) in tetrahydrofuran (5 ml) at 0 degrees under argon. After 5 minutes, the cooling bath was removed and lauroyl chloride (88 microliter) was added. The mixture was stirred at room temperature for 16 hours and quenched with water. Extraction (ethyl ether) and evaporation of the dried (magnesium sulphate) extracts gave an oil, whic...